Dataset: the Open Reaction Database (ORD), a public repository of structured organic reaction records. Task: describe an organic reaction: reactants, conditions, products, and yield The reactants are CCCOc1ccc2c(c1)OC(C(F)(F)F)C(C(=O)OCC)=C2, CC(=O)O, ClCl. Product: CCCOc1cc2c(cc1Cl)C=C(C(=O)OCC)C(C(F)(F)F)O2. Reaction SMILES: [CH2:1]([CH2:2][CH3:3])[O:4][c:5]1[cH:6][cH:7][c:8]2[c:13]([cH:14]1)[O:12][CH:11]([C:15]([F:16])([F:17])[F:18])[C:10]([C:19](=[O:20])[O:21][CH2:22][CH3:23])=[CH:9]2.[CH3:26][C:27](=[O:28])[OH:29].[Cl:24][Cl:25]>>[CH2:1]([CH2:2][CH3:3])[O:4][c:5]1[c:6]([Cl:24])[cH:7][c:8]2[c:13]([cH:14]1)[O:12][CH:11]([C:15]([F:16])([F:17])[F:18])[C:10]([C:19](=[O:20])[O:21][CH2:22][CH3:23])=[CH:9]2.